This data is from the Open Reaction Database (ORD), a public repository of structured organic reaction records. The task is: describe an organic reaction: reactants, conditions, products, and yield Reactants: CO, CC(C)CC(C(=O)NN(c1ccccc1)S(C)(=O)=O)C(CC=Cc1cccnc1)C(=O)NOC1CCCCO1, O, Cc1ccc(S(=O)(=O)O)cc1. Yields the product CC(C)CC(C(=O)NN(c1ccccc1)S(C)(=O)=O)C(CC=Cc1cccnc1)C(=O)NO. Reaction SMILES: [CH3:51][OH:52].[O:1]1[CH2:2][CH2:3][CH2:4][CH2:5][CH:6]1[O:7][NH:8][C:9](=[O:10])[CH:11]([CH2:12][CH:13]=[CH:14][c:15]1[cH:16][n:17][cH:18][cH:19][cH:20]1)[CH:21]([C:22](=[O:23])[NH:24][N:25]([c:26]1[cH:27][cH:28][cH:29][cH:30][cH:31]1)[S:32](=[O:33])(=[O:34])[CH3:35])[CH2:36][CH:37]([CH3:38])[CH3:39].[OH2:53].[c:40]1([CH3:41])[cH:42][cH:43][c:44]([S:45]([OH:46])(=[O:47])=[O:48])[cH:49][cH:50]1>>[OH:7][NH:8][C:9](=[O:10])[CH:11]([CH2:12][CH:13]=[CH:14][c:15]1[cH:16][n:17][cH:18][cH:19][cH:20]1)[CH:21]([C:22](=[O:23])[NH:24][N:25]([c:26]1[cH:27][cH:28][cH:29][cH:30][cH:31]1)[S:32](=[O:33])(=[O:34])[CH3:35])[CH2:36][CH:37]([CH3:38])[CH3:39]. Starting materials: C1CCCCC1 (cyclohexane), CCCC=S (3-methylthiopropionaldehyde), paratoluenesulfonic acid, SC(C(C)O)C (3-mercapto-2-butanol). Solvent: O (water). Run at time 30 minute. Product: CC1SC(OC1C)CCSC (4,5-DIMETHYL-2-[2-(METHYLTHIO)ETHYL]-1,3-OXATHIOLANE). RXN SMILES: [CH2:1]1[CH2:6]CCC[CH2:2]1.[SH:7][CH:8]([CH3:12])[CH:9]([OH:11])[CH3:10].CCC[CH:16]=[S:17]>O>[CH3:12][CH:8]1[CH:9]([CH3:10])[O:11][CH:2]([CH2:1][CH2:6][S:17][CH3:16])[S:7]1. Procedure: Into a 100 ml reaction flask equipped with spin bar, reflux condenser, heating mantle, hot plate apparatus (with magnetic stirring apparatus) is placed 5 ml cyclohexane, 0.2 grams paratoluenesulfonic acid and 5.3 grams (0.05 moles) of 3-mercapto-2-butanol. Over a period of 30 minutes, 5.2 grams (0.05 moles) of 3-methylthiopropionaldehyde are added to the reaction mass. The reaction mass is then heated to reflux and water of reaction is continuously removed during the refluxing of the reaction ma... Reactants: C(CCC)[Sn](C1=CN=C2N1C=CC(=N2)C(F)(F)F)(CCCC)CCCC (3-Tributylstannyl-7-trifluoromethylimidazo[1,2-α]pyrimidine), BrC=1C=CC(=NC1)C1=CC=CC=C1 (5-bromo-2-phenylpyridine). Product: C1(=CC=CC=C1)C1=NC=C(C=C1)C1=CN=C2N1C=CC(=N2)C(F)(F)F (3-(2-phenylpyridin-5-yl)-7-trifluoromethylimidazo[1,2-α]pyrimidine). RXN SMILES: C([Sn](CCCC)(CCCC)[C:6]1[N:10]2[CH:11]=[CH:12][C:13]([C:15]([F:18])([F:17])[F:16])=[N:14][C:9]2=[N:8][CH:7]=1)CCC.Br[C:28]1[CH:29]=[CH:30][C:31]([C:34]2[CH:39]=[CH:38][CH:37]=[CH:36][CH:35]=2)=[N:32][CH:33]=1>>[C:34]1([C:31]2[CH:30]=[CH:29][C:28]([C:6]3[N:10]4[CH:11]=[CH:12][C:13]([C:15]([F:16])([F:17])[F:18])=[N:14][C:9]4=[N:8][CH:7]=3)=[CH:33][N:32]=2)[CH:35]=[CH:36][CH:37]=[CH:38][CH:39]=1. Procedure details: 3-Tributylstannyl-7-trifluoromethylimidazo[1,2-α]pyrimidine was reacted with 5-bromo-2-phenylpyridine (prepared according to the procedure of Tilley and Zawoiski, J. Org. Chem., 1988, 53(2), 386-90) by the method of Example 1 to afford 3-(2-phenylpyridin-5-yl)-7-trifluoromethylimidazo[1,2-α]pyrimidine as a yellow solid: δH (400 MHz, CDCl3) 7.30 (1H, d, J 7), 7.47-7.56 (3H, m), 7.96 (2H, m), 8.09 (2H, dd, J 8 and 1), 8.19 (1H, s), 8.83 (1H, d, J 7), 8.93 (1H, d, J 2); m/z (ES+) 340 (M++H). Reactants: C1CCNCC1, CCO, O=C1Cc2c(cccc2C2CCNCC2)N1, Cc1c(C(=O)NCCCN2CCCC2=O)c[nH]c1C=O. The product is Cc1c(C(=O)NCCCN2CCCC2=O)c[nH]c1C=C1C(=O)Nc2cccc(C3CCNCC3)c21. As a reaction SMILES: [CH2:37]1[CH2:38][CH2:39][NH:40][CH2:41][CH2:42]1.[CH3:43][CH2:44][OH:45].[NH:1]1[CH2:2][CH2:3][CH:4]([c:7]2[c:8]3[c:12]([cH:13][cH:14][cH:15]2)[NH:11][C:10](=[O:16])[CH2:9]3)[CH2:5][CH2:6]1.[O:17]=[C:18]1[N:19]([CH2:23][CH2:24][CH2:25][NH:26][C:27](=[O:28])[c:29]2[cH:30][nH:31][c:32]([CH:35]=[O:36])[c:33]2[CH3:34])[CH2:20][CH2:21][CH2:22]1>>[NH:1]1[CH2:2][CH2:3][CH:4]([c:7]2[c:8]3[c:12]([cH:13][cH:14][cH:15]2)[NH:11][C:10](=[O:16])[C:9]3=[CH:35][c:32]2[nH:31][cH:30][c:29]([C:27]([NH:26][CH2:25][CH2:24][CH2:23][N:19]3[C:18](=[O:17])[CH2:22][CH2:21][CH2:20]3)=[O:28])[c:33]2[CH3:34])[CH2:5][CH2:6]1.